From a dataset of the Open Reaction Database (ORD), a public repository of structured organic reaction records. describe an organic reaction: reactants, conditions, products, and yield Starting materials: FC=1C=C(CN)C=CC1 (3-fluorobenzylamine), ClCCO (2-chloroethanol), [OH-].[Na+] (sodium hydroxide). Run in O (water), O (water). Product: FC=1C=C(CNCCO)C=CC1 (2-(3-fluoro-benzylamino)-ethanol). RXN SMILES: [F:1][C:2]1[CH:3]=[C:4]([CH:7]=[CH:8][CH:9]=1)[CH2:5][NH2:6].Cl[CH2:11][CH2:12][OH:13].[OH-].[Na+]>O>[F:1][C:2]1[CH:3]=[C:4]([CH:7]=[CH:8][CH:9]=1)[CH2:5][NH:6][CH2:11][CH2:12][OH:13] |f:2.3|. Procedure details: Combine 3-fluorobenzylamine (31.1 g, 0.248 mol), 2-chloroethanol (10 g, 0.124 mol) and water (30 g, 1.66 mol) and heat on a steam-bath for ˜5 hours. Add sodium hydroxide (15 g, 0.373 mol) to the cooled solution and heat the resulting mixture on a steam-bath for ˜30 minutes. Add water (˜50 mL) to dissolve the inorganic salts and extract the two-phase mixture twice with 25 mL and 13 mL portions of benzene. Combine the extracts and remove the water by co-distillation with benzene through a modified... The reactants are 3-L, [OH-].[Na+].CO (NaOH MeOH), C(C)(C)(C)C1=C(C=CC=C1)NC(C(=O)OC)=O (Methyl 2-(2-tert-Butylphenylamino)-2-oxoacetate), CO (MeOH), Cl (HCl). Run in O (water). Run at time 1 hour. Yields the product C(C)(C)(C)C1=C(C=CC=C1)NC(C(=O)O)=O (2-(2-tert-Butyl phenylamino)-2-oxoacetic acid). Reaction SMILES: [C:1]([C:5]1[CH:10]=[CH:9][CH:8]=[CH:7][C:6]=1[NH:11][C:12](=[O:17])[C:13]([O:15]C)=[O:14])([CH3:4])([CH3:3])[CH3:2].CO.[OH-].[Na+].CO.Cl>O>[C:1]([C:5]1[CH:10]=[CH:9][CH:8]=[CH:7][C:6]=1[NH:11][C:12](=[O:17])[C:13]([OH:15])=[O:14])([CH3:4])([CH3:2])[CH3:3] |f:2.3.4|. Reported procedure: A 3-L, 3-necked round-bottomed flask, equipped with a mechanic stirrer and a thermal probe (under nitrogen) was charged with Methyl 2-(2-tert-Butylphenylamino)-2-oxoacetate (154 g, 655 mmoles) and MeOH (1000 mL). The resulting mixture was stirred at a moderate speed at room temperature. A solution of 1N NaOH/MeOH (800 mL) was added dropwise to the reaction mixture via addition funnel. After 1 hour, agitation was stopped, and the suspension transferred to a filtration funnel and filtered to affor... Starting materials: CC(C)(C)[Si](Oc1ccc(O)cc1F)(c1ccccc1)c1ccccc1, C1CCOC1, c1ccc(P(c2ccccc2)c2ccccc2)cc1. The product is CC(C)(C)[Si](Oc1ccc(OCC2CO2)cc1F)(c1ccccc1)c1ccccc1. RXN SMILES: [C:1]([CH3:2])([CH3:3])([CH3:4])[Si:5]([O:6][c:7]1[c:8]([F:14])[cH:9][c:10]([OH:13])[cH:11][cH:12]1)([c:15]1[cH:16][cH:17][cH:18][cH:19][cH:20]1)[c:21]1[cH:22][cH:23][cH:24][cH:25][cH:26]1.[O:46]1[CH2:47][CH2:48][CH2:49][CH2:50]1.[c:27]1([P:28]([c:29]2[cH:30][cH:31][cH:32][cH:33][cH:34]2)[c:35]2[cH:36][cH:37][cH:38][cH:39][cH:40]2)[cH:41][cH:42][cH:43][cH:44][cH:45]1>>[C:1]([CH3:2])([CH3:3])([CH3:4])[Si:5]([O:6][c:7]1[c:8]([F:14])[cH:9][c:10]([O:13][CH2:49][CH:50]2[O:46][CH2:47]2)[cH:11][cH:12]1)([c:15]1[cH:16][cH:17][cH:18][cH:19][cH:20]1)[c:21]1[cH:22][cH:23][cH:24][cH:25][cH:26]1. The reactants are C(C)(=O)C=1C=C(OCC2=C(N=NN2C2=CC=C(C=C2)C(=O)NCC)C(=O)NC2CC2)C=CC1 (5-[(3-acetylphenoxy)methyl]-N-cyclopropyl-1-{4-[(ethylamino)carbonyl]phenyl}-1H-1,2,3-triazole-4-carboxamide), Cl.NO (hydroxylamine hydrochloride), C(C)(=O)[O-].[Na+] (sodium acetate), O (Water). The solvent is C(C)O (ethanol). The product is C1(CC1)NC(=O)C=1N=NN(C1COC1=CC(=CC=C1)C(C)=NO)C1=CC=C(C=C1)C(=O)NCC (N-cyclopropyl-1-{4-[(ethylamino)carbonyl]phenyl}-5-{[3-(N-hydroxyethaneimidoyl)phenoxy]methyl}-1H-1,2,3-triazole-4-carboxamide). Isolated yield 85.1%. RXN SMILES: [C:1]([C:4]1[CH:5]=[C:6]([CH:31]=[CH:32][CH:33]=1)[O:7][CH2:8][C:9]1[N:13]([C:14]2[CH:19]=[CH:18][C:17]([C:20]([NH:22][CH2:23][CH3:24])=[O:21])=[CH:16][CH:15]=2)[N:12]=[N:11][C:10]=1[C:25]([NH:27][CH:28]1[CH2:30][CH2:29]1)=[O:26])(=O)[CH3:2].Cl.[NH2:35][OH:36].C([O-])(=O)C.[Na+].O>C(O)C>[CH:28]1([NH:27][C:25]([C:10]2[N:11]=[N:12][N:13]([C:14]3[CH:19]=[CH:18][C:17]([C:20]([NH:22][CH2:23][CH3:24])=[O:21])=[CH:16][CH:15]=3)[C:9]=2[CH2:8][O:7][C:6]2[CH:31]=[CH:32][CH:33]=[C:4]([C:1](=[N:35][OH:36])[CH3:2])[CH:5]=2)=[O:26])[CH2:29][CH2:30]1 |f:1.2,3.4|. Reported procedure: To a solution of 5-[(3-acetylphenoxy)methyl]-N-cyclopropyl-1-{4-[(ethylamino)carbonyl]phenyl}-1H-1,2,3-triazole-4-carboxamide (100 mg) obtained in Example 489 in ethanol (4 ml) were added hydroxylamine hydrochloride (78 mg) and sodium acetate (92 mg), and the mixture was heated under reflux for 4 hr. Water was added to the reaction solution, and the mixture was extracted with ethyl acetate. The organic layer was dried over anhydrous sodium sulfate, and the solvent was evaporated under reduced pr... Procedure details: A mixture of 5,6-dichloro-3-pyridinemethanol (0.35 g, 2 mmol, TCI-US) and (R)-(−)-2-methylpiperazine (0.3 g. 3 mmol, Aldrich) reacted under the conditions of Example 43a to give the title compound as a light-brown solid. MS (ESI, pos. ion) m/z: 242 (M+1). The product is ClC=1C=C(C=NC1N1C[C@H](NCC1)C)CO ({5-Chloro-6-[(3R)-3-methylpiperazin-1-yl]pyridin-3-yl}methanol). As a reaction SMILES: [Cl:1][C:2]1[CH:3]=[C:4]([CH2:9][OH:10])[CH:5]=[N:6][C:7]=1Cl.[CH3:11][C@@H:12]1[CH2:17][NH:16][CH2:15][CH2:14][NH:13]1>>[Cl:1][C:2]1[CH:3]=[C:4]([CH2:9][OH:10])[CH:5]=[N:6][C:7]=1[N:16]1[CH2:15][CH2:14][NH:13][C@H:12]([CH3:11])[CH2:17]1. The reactants are ClC=1C=C(C=NC1Cl)CO (5,6-dichloro-3-pyridinemethanol), C[C@H]1NCCNC1 ((R)-(−)-2-methylpiperazine). Reactants: Cl.NC1CCC2(CSC3=C(O2)C2=CC=CC=C2C(C3=O)=O)CC1 (4-aminospiro[cyclohexane-1,2′-naphtho[1,2-b][1,4]oxathiine]-5′,6′-dione hydrochloride), ClC(=O)OC1=CC(=CC=C1)C(F)(F)F (3-(trifluoromethyl)phenyl chloroformate), Cl (hydrochloride). Solvent: C(C)N(CC)CC (triethyl amine). Yields the product O=C1C(C2=CC=CC=C2C=2OC3(CSC21)CCC(CC3)NC(OC3=CC(=CC=C3)C(F)(F)F)=O)=O (3-(trifluoromethyl)phenyl (5′,6′-dioxo-5′,6′-dihydrospiro[cyclohexane-1,2′-naphtho[1,2-b][1,4]oxathiin]-4-yl)carbamate). As a reaction SMILES: Cl.[NH2:2][CH:3]1[CH2:23][CH2:22][C:6]2([O:11][C:10]3[C:12]4[C:17]([C:18](=[O:21])[C:19](=[O:20])[C:9]=3[S:8][CH2:7]2)=[CH:16][CH:15]=[CH:14][CH:13]=4)[CH2:5][CH2:4]1.Cl[C:25]([O:27][C:28]1[CH:33]=[CH:32][CH:31]=[C:30]([C:34]([F:37])([F:36])[F:35])[CH:29]=1)=[O:26].Cl>C(N(CC)CC)C>[O:20]=[C:19]1[C:9]2[S:8][CH2:7][C:6]3([CH2:22][CH2:23][CH:3]([NH:2][C:25](=[O:26])[O:27][C:28]4[CH:33]=[CH:32][CH:31]=[C:30]([C:34]([F:35])([F:37])[F:36])[CH:29]=4)[CH2:4][CH2:5]3)[O:11][C:10]=2[C:12]2[C:17](=[CH:16][CH:15]=[CH:14][CH:13]=2)[C:18]1=[O:21] |f:0.1|. Procedure: Compound 108 was synthesized using 4-aminospiro[cyclohexane-1,2′-naphtho[1,2-b][1,4]oxathiine]-5′,6′-dione hydrochloride, 3-(trifluoromethyl)phenyl chloroformate, triethyl amine to neutralize the hydrochloride and conditions outlined in procedure S. M.p.=198-199° C.; 400 MHz 1H NMR (DMSO-d6) δ: 8.08 (d, J=7.8 Hz, 1H), 7.92 (d, J=7.4 Hz, 1H), 7.83 (t, J=7.1 Hz, 1H), 7.78 (t, J=7.1 Hz, 1H), 7.66-7.43 (m, 4H), 3.56-3.47 (m, 1H), 3.04 (s, 2H), 2.16-2.05 (m, 2H), 1.94-1.80 (m, 2H), 1.78-1.66 (m, 7H),...